This data is from the Open Reaction Database (ORD), a public repository of structured organic reaction records. The task is: describe an organic reaction: reactants, conditions, products, and yield Reactants: ClC1=C(C(=CC=C1)F)C1=NN(C(N1)=O)C1=CC=C(C(=O)N)C=C1 (4-(3-(2-chloro-6-fluorophenyl)-5-oxo-4,5-dihydro-1H-1,2,4-triazol-1-yl)benzamide), BrC1=CC=C(C=C1)C(F)(F)F (1-bromo-4-(trifluoromethyl)benzene), CC(C)([O-])C.[Na+] (sodium tert-butoxide), tris(diphynylideneacetone)dipalladium(0), 4,5 bis(diphenylphosphino) and 9,9-dimethylxanthene. Solvent: C1(=CC=CC=C1)C (toluene). The product is ClC1=C(C(=CC=C1)F)C1=NN(C(N1)=O)C1=CC=C(C(=O)NC2=CC=C(C=C2)C(F)(F)F)C=C1 (4-(3-(2-Chloro-6-fluorophenyl)-5-oxo-4,5-dihydro-1H-1,2,4-triazol-1-yl)-N-(4-(trifluoromethyl)phenyl)benzamide). Yield: 10.5%. As a reaction SMILES: [Cl:1][C:2]1[CH:7]=[CH:6][CH:5]=[C:4]([F:8])[C:3]=1[C:9]1[NH:13][C:12](=[O:14])[N:11]([C:15]2[CH:23]=[CH:22][C:18]([C:19]([NH2:21])=[O:20])=[CH:17][CH:16]=2)[N:10]=1.Br[C:25]1[CH:30]=[CH:29][C:28]([C:31]([F:34])([F:33])[F:32])=[CH:27][CH:26]=1.CC(C)([O-])C.[Na+]>C1(C)C=CC=CC=1>[Cl:1][C:2]1[CH:7]=[CH:6][CH:5]=[C:4]([F:8])[C:3]=1[C:9]1[NH:13][C:12](=[O:14])[N:11]([C:15]2[CH:23]=[CH:22][C:18]([C:19]([NH:21][C:25]3[CH:30]=[CH:29][C:28]([C:31]([F:34])([F:33])[F:32])=[CH:27][CH:26]=3)=[O:20])=[CH:17][CH:16]=2)[N:10]=1 |f:2.3|. Procedure: To a solution of 4-(3-(2-chloro-6-fluorophenyl)-5-oxo-4,5-dihydro-1H-1,2,4-triazol-1-yl)benzamide (Intermediate-17, 0.100 g, 0.301 mmol) in dry toluene (5 mL) was added 1-bromo-4-(trifluoromethyl)benzene (0.101 g, 0.451 mmol), sodium tert-butoxide (0.058 g, 0.602 mmol), tris(diphynylideneacetone)dipalladium(0) (0.005 g, 0.0006 mmol), 4,5 bis(diphenylphosphino) and 9,9-dimethylxanthene (0.005 g, 0.0009 mmol) under nitrogen atmosphere. The reaction mass was refluxed for 3-4 h. The reaction mass wa... Starting materials: N, CC(C)=CCCC1(C)OC1CO. Yields the product CC(C)=CCCC(C)(O)C(N)CO. RXN SMILES: [NH3:13].[O:1]1[CH:2]([CH2:3][OH:4])[C:5]1([CH2:6][CH2:7][CH:8]=[C:9]([CH3:10])[CH3:11])[CH3:12]>>[OH:1][C:5]([CH:2]([CH2:3][OH:4])[NH2:13])([CH2:6][CH2:7][CH:8]=[C:9]([CH3:10])[CH3:11])[CH3:12]. Starting materials: [N+](=O)([O-])C1=CC=C(C(=O)NCC(=O)OCC)C=C1 (ethyl 4-nitro-benzamidoacetate). The reagents and catalysts are [Pd] (palladium on charcoal). The solvent is C(C)O (ethanol). The product is NC1=CC=C(C(=O)NCC(=O)OCC)C=C1 (Ethyl 4-amino-benzamidoacetate). Isolated yield 96.4%. RXN SMILES: [N+:1]([C:4]1[CH:18]=[CH:17][C:7]([C:8]([NH:10][CH2:11][C:12]([O:14][CH2:15][CH3:16])=[O:13])=[O:9])=[CH:6][CH:5]=1)([O-])=O>C(O)C.[Pd]>[NH2:1][C:4]1[CH:5]=[CH:6][C:7]([C:8]([NH:10][CH2:11][C:12]([O:14][CH2:15][CH3:16])=[O:13])=[O:9])=[CH:17][CH:18]=1. Procedure: 17.6 g (0.07 mol) of ethyl 4-nitro-benzamidoacetate dissolved in 250 ml of ethanol are hydrogenated in the presence of a catalyst (2 g of palladium on charcoal); the catalyst is filtered off, the filtrate is evaporated to dryness in vacuo, the residue is taken up in 100 ml of diisopropyl ether and the product is filtered off. 15 g (87% yield) of the stated product are obtained. Melting point: 93°-94° C. The reactants are COc1ccc(-c2sc3cc(OC)ccc3c2C(=O)c2ccc(O)cc2)cc1, OC1CCCCC1N1CCCC1, CCOC(=O)N=NC(=O)OCC, c1ccc(P(c2ccccc2)c2ccccc2)cc1. Product: COc1ccc(-c2sc3cc(OC)ccc3c2C(=O)c2ccc(OC3CCCCC3N3CCCC3)cc2)cc1. RXN SMILES: [CH3:1][O:2][c:3]1[cH:4][cH:5][c:6]2[c:7]([s:8][c:9](-[c:20]3[cH:21][cH:22][c:23]([O:26][CH3:27])[cH:24][cH:25]3)[c:10]2[C:11]([c:12]2[cH:13][cH:14][c:15]([OH:18])[cH:16][cH:17]2)=[O:19])[cH:28]1.[N:29]1([CH:34]2[CH:35]([OH:40])[CH2:36][CH2:37][CH2:38][CH2:39]2)[CH2:30][CH2:31][CH2:32][CH2:33]1.[O:60]=[C:61]([O:62][CH2:63][CH3:64])[N:65]=[N:66][C:67]([O:68][CH2:69][CH3:70])=[O:71].[c:41]1([P:42]([c:43]2[cH:44][cH:45][cH:46][cH:47][cH:48]2)[c:49]2[cH:50][cH:51][cH:52][cH:53][cH:54]2)[cH:55][cH:56][cH:57][cH:58][cH:59]1>>[CH3:1][O:2][c:3]1[cH:4][cH:5][c:6]2[c:7]([s:8][c:9](-[c:20]3[cH:21][cH:22][c:23]([O:26][CH3:27])[cH:24][cH:25]3)[c:10]2[C:11]([c:12]2[cH:13][cH:14][c:15]([O:18][CH:35]3[CH:34]([N:29]4[CH2:30][CH2:31][CH2:32][CH2:33]4)[CH2:39][CH2:38][CH2:37][CH2:36]3)[cH:16][cH:17]2)=[O:19])[cH:28]1. Starting materials: [Rh](Cl)(Cl)Cl (rhodium trichloride), hydrated rhodium trichloride, CO (methanol), [C]=O (carbon monoxide), [H][H] (hydrogen), C1(=CC=CC=C1)P(C1=CC=CC=C1)C1=CC=CC=C1 (triphenylphosphine), [BH4-].[Na+] (sodium borohydride), CO (methanol). The solvent is O (water). The product is C=O.[Rh].C1(=CC=CC=C1)P(C1=CC=CC=C1)C1=CC=CC=C1 (triphenylphosphine rhodium carbonyl hydride). Reaction SMILES: [Rh:1](Cl)(Cl)Cl.[C:5]1([P:11]([C:18]2[CH:23]=[CH:22][CH:21]=[CH:20][CH:19]=2)[C:12]2[CH:17]=[CH:16][CH:15]=[CH:14][CH:13]=2)[CH:10]=[CH:9][CH:8]=[CH:7][CH:6]=1.[C]=O.[H][H].[BH4-].[Na+].[CH3:30][OH:31]>O>[CH2:30]=[O:31].[Rh:1].[C:18]1([P:11]([C:5]2[CH:6]=[CH:7][CH:8]=[CH:9][CH:10]=2)[C:12]2[CH:17]=[CH:16][CH:15]=[CH:14][CH:13]=2)[CH:19]=[CH:20][CH:21]=[CH:22][CH:23]=1 |f:4.5,8.9.10,^3:23|. Procedure: The catalyst was also prepared from rhodium trichloride by the addition of one gram hydrated rhodium trichloride to 200 milliliters methanol and 20 milliliters water. To the mixture was added 7 grams of triphenylphosphine and the system was then refluxed for 30 minutes under an atmosphere containing equal molar quantities of carbon monoxide and hydrogen. Thereafer 2 grams of sodium borohydride dissolved in 50 milliliters of methanol were added and the system was refluxed for another 30 minutes, ... Product: C(C)ON=C(CC)C=1C(CC(CC1O)C1=CC(=CC=C1)OC1=C(C=C(C=C1)S(=O)C)F)=O (2-(1-(Ethoxyimino)propyl)-3-hydroxy-5-(3-(2-fluoro-4-(methylsulfinyl)phenoxy)-phenyl) cyclohex-2-en-1-one). As a reaction SMILES: [C:1]([C:5]1[C:6](=[O:29])[CH2:7][CH:8]([C:12]2[CH:17]=[CH:16][CH:15]=[C:14]([O:18][C:19]3[CH:24]=[CH:23][C:22]([S:25]([CH3:27])=[O:26])=[CH:21][C:20]=3[F:28])[CH:13]=2)[CH2:9][C:10]=1[OH:11])(=O)[CH2:2][CH3:3].Cl.[CH2:31]([O:33][NH2:34])[CH3:32].C([O-])(=O)C.[Na+].O>C(Cl)Cl.C(O)C>[CH2:31]([O:33][N:34]=[C:1]([C:5]1[C:6](=[O:29])[CH2:7][CH:8]([C:12]2[CH:17]=[CH:16][CH:15]=[C:14]([O:18][C:19]3[CH:24]=[CH:23][C:22]([S:25]([CH3:27])=[O:26])=[CH:21][C:20]=3[F:28])[CH:13]=2)[CH2:9][C:10]=1[OH:11])[CH2:2][CH3:3])[CH3:32] |f:1.2,3.4|. Procedure: A solution of 0.45 g (1.0 mmol) of 2-propionyl-3-hydroxy-5-(3-(2-fluoro-4-(methylsulfinyl)phenoxy)-phenyl)cyclohex-2-en-1-one in 3 mL of methYlene chloride and 10 mL of absolute ethanol, at room temperature was treated with 0.14 g (1.5 mmol) of ethoxyamine hydrochloride and 0.12 g (1.5 mmol) of anhydrous sodium acetate. After stirring under a nitrogen atmosphere for 16 hours, the mixture was poured into 100 mL of water and extracted twice with 30 mL portions of methylene chloride. The combined e... Starting materials: O (water), C(CC)(=O)C=1C(CC(CC1O)C1=CC(=CC=C1)OC1=C(C=C(C=C1)S(=O)C)F)=O (2-propionyl-3-hydroxy-5-(3-(2-fluoro-4-(methylsulfinyl)phenoxy)-phenyl)cyclohex-2-en-1-one), Cl.C(C)ON (ethoxyamine hydrochloride), C(C)(=O)[O-].[Na+] (sodium acetate). Conditions: time 16 hour. Solvent: C(Cl)Cl (methYlene chloride), C(C)O (ethanol). Reactants: crude material, ClS(=O)(=O)N=C=O (chlorosulfonyl isocyanate), CC(C)(C)O (2-methyl-2-propanol), 1-{3-[4-(2-Chloro-6-methanesulfonylamino-phenyl)-piperazin-1-yl]-propyl}-3-(4-trifluoromethyl-phenyl)-1,4,6,7-tetrahydro-pyrazolo[4,3-c]pyridine 5-tert-butoxycarbonyl-sulfonic acid amide, C(C)(C)(C)OC(=O)N1CC2=C(CC1)N(N=C2C2=CC=C(C=C2)C(F)(F)F)CCCN2CCN(CC2)C2=C(C=CC=C2NS(=O)(=O)C)Cl (1-{3-[4-(2-chloro-6-methanesulfonylamino-phenyl)-piperazin-1-yl]-propyl}-3-(4-trifluoromethyl-phenyl)-1,4,6,7-tetrahydro-pyrazolo[4,3-c]pyridine-5-carboxylic acid tert-butyl ester), FC(C(=O)O)(F)F (trifluoroacetic acid). Run in CO.C(Cl)Cl (MeOH CH2Cl2), C(Cl)Cl (CH2Cl2), C(Cl)Cl (CH2Cl2), C(Cl)Cl (CH2Cl2), CO.C(Cl)Cl (MeOH CH2Cl2). Reaction conditions: temperature 25 celsius, time 1 hour. Yields the product C(C)(C)(C)OC(=O)N1CC2=C(CC1)NN=C2C2=CC=C(C=C2)C(F)(F)F (3-(4-Trifluoromethyl-phenyl)-1,4,6,7-tetrahydro-pyrazolo[4,3-c]pyridine-5-carboxylic acid tert-butyl ester). Isolated yield 163.3%. As a reaction SMILES: [C:1]([O:5][C:6]([N:8]1[CH2:13][CH2:12][C:11]2[N:14](CCCN3CCN(C4C(NS(C)(=O)=O)=CC=CC=4Cl)CC3)[N:15]=[C:16]([C:17]3[CH:22]=[CH:21][C:20]([C:23]([F:26])([F:25])[F:24])=[CH:19][CH:18]=3)[C:10]=2[CH2:9]1)=[O:7])([CH3:4])([CH3:3])[CH3:2].FC(F)(F)C(O)=O.ClS(N=C=O)(=O)=O.CC(O)(C)C>C(Cl)Cl.CO.C(Cl)Cl>[C:1]([O:5][C:6]([N:8]1[CH2:13][CH2:12][C:11]2[NH:14][N:15]=[C:16]([C:17]3[CH:18]=[CH:19][C:20]([C:23]([F:24])([F:25])[F:26])=[CH:21][CH:22]=3)[C:10]=2[CH2:9]1)=[O:7])([CH3:4])([CH3:2])[CH3:3] |f:5.6|. Reported procedure: To a stirred solution of 500 g (2.51 mol) of 1-tert-butoxycarbonyl-4-piperidone and 87.1 g (2.76 mol) of morpholine in benzene (1.25 L) was added a catalytic amount (˜0.25 g) of p-TsOH. The mixture was heated to reflux for 36 h with a Dean-Stark trap. One half of the solvent was removed under reduced pressure and the resulting solution was cooled and filtered. The filtrate was then concentrated to yield 630 g (94%) of an orange red oil. The eneamine was divided and 320 g (1.19 mol) was diluted w...